From a dataset of the Open Reaction Database (ORD), a public repository of structured organic reaction records. describe an organic reaction: reactants, conditions, products, and yield The product is Cn1c(C(=O)c2ccc(Oc3nccnc3N3CCOCC3)cc2)nc2ccccc21. Reactants: O=C([O-])[O-], CO, [Cs+], [Cs+], CI, CN(C)C=O, O=C(c1ccc(Oc2nccnc2N2CCOCC2)cc1)c1nc2ccccc2[nH]1. RXN SMILES: [C:31](=[O:32])([O-:33])[O-:34].[CH3:44][OH:45].[Cs+:35].[Cs+:36].[I:37][CH3:38].[O:39]=[CH:40][N:41]([CH3:42])[CH3:43].[nH:1]1[c:2]([C:10](=[O:11])[c:12]2[cH:13][cH:14][c:15]([O:18][c:19]3[n:20][cH:21][cH:22][n:23][c:24]3[N:25]3[CH2:26][CH2:27][O:28][CH2:29][CH2:30]3)[cH:16][cH:17]2)[n:3][c:4]2[c:5]1[cH:6][cH:7][cH:8][cH:9]2>>[n:1]1([CH3:31])[c:2]([C:10](=[O:11])[c:12]2[cH:13][cH:14][c:15]([O:18][c:19]3[n:20][cH:21][cH:22][n:23][c:24]3[N:25]3[CH2:26][CH2:27][O:28][CH2:29][CH2:30]3)[cH:16][cH:17]2)[n:3][c:4]2[c:5]1[cH:6][cH:7][cH:8][cH:9]2. The reactants are O1C(C(=O)O)C1C(=O)O.C(C=C)[K] (monoallyl potassium epoxysuccinate), C(C(=O)Cl)(=O)Cl (oxalyl chloride), NC1=CC=CC=C1 (aniline). Product: C1(=CC=CC=C1)NC(C1C(C(=O)OCC=C)O1)=O (allyl N-phenyl-2,3-epoxysuccinamate). Isolated yield 50.7%. As a reaction SMILES: [O:1]1[CH:6]([C:7]([OH:9])=[O:8])[CH:2]1[C:3]([OH:5])=O.[CH2:10]([K])[CH:11]=[CH2:12].C(Cl)(=O)C(Cl)=O.[NH2:20][C:21]1[CH:26]=[CH:25][CH:24]=[CH:23][CH:22]=1>>[C:21]1([NH:20][C:3](=[O:5])[CH:2]2[O:1][CH:6]2[C:7]([O:9][CH2:12][CH:11]=[CH2:10])=[O:8])[CH:26]=[CH:25][CH:24]=[CH:23][CH:22]=1 |f:0.1|. Reported procedure: Following the procedure of Example 1, monoallyl potassium epoxysuccinate (2.1 g) was successively treated with oxalyl chloride (1.26 g) and aniline (1.86 g) to give 1.24 g of allyl N-phenyl-2,3-epoxysuccinamate (Compound No. 30) as colorless needles melting at 32° C. Starting materials: ClC=1C=CC(=C(CO[Si](C(C)C)(C(C)C)C(C)C)C1)I ([(5-chloro-2-iodobenzyl)oxy](triisopropyl)silane), C(CCC)[Li] (n-Butyl-lithium), [Cl-].[NH4+] (ammonium chloride), C(C)(=O)OC1CC(N1)=O (4-acetoxy-2-azetidinone), [OH-].[NH4+] (ammonium hydroxide). Solvent: CCOCC (ether), C1CCOC1 (THF), CSC (dimethylsulfide). Conditions: temperature -50 celsius. The product is ClC1=CC(=C(C=C1)C1CC(N1)=O)CO[Si](C(C)C)(C(C)C)C(C)C (4-(4-chloro-2-{[(triisopropylsilyl)oxy]methyl}phenyl)azetidin-2-one). The yield is 86.0%. RXN SMILES: C([Li])CCC.[Cl:6][C:7]1[CH:8]=[CH:9][C:10](I)=[C:11]([CH:24]=1)[CH2:12][O:13][Si:14]([CH:21]([CH3:23])[CH3:22])([CH:18]([CH3:20])[CH3:19])[CH:15]([CH3:17])[CH3:16].C(O[CH:30]1[NH:33][C:32](=[O:34])[CH2:31]1)(=O)C.[Cl-].[NH4+].[OH-].[NH4+]>CCOCC.CSC.C1COCC1>[Cl:6][C:7]1[CH:8]=[CH:9][C:10]([CH:30]2[NH:33][C:32](=[O:34])[CH2:31]2)=[C:11]([CH2:12][O:13][Si:14]([CH:21]([CH3:23])[CH3:22])([CH:18]([CH3:20])[CH3:19])[CH:15]([CH3:17])[CH3:16])[CH:24]=1 |f:3.4,5.6|. Procedure details: n-Butyl-lithium (2.5 M solution in hexanes, 3.6 mL) was added to stirred solution of [(5-chloro-2-iodobenzyl)oxy](triisopropyl)silane (3.82 g, 9.0 mmol) in ether (18 mL) at −78° C. under nitrogen. After 10 min a solution of copper(I) bromide-dimethylsulfide complex (0.925 g, 4.5 mmol) in dimethylsulfide (36 mL) was added and the solution was warmed to −50° C. A solution of 4-acetoxy-2-azetidinone (0.291 g, 2.25 mmol) in THF (2 mL) was added and the solution was warmed to −30° C. After a further ... Starting materials: BrC1=[N+](C(=CC=C1O)C)[O-] (2-bromo-3-hydroxy-6-methylpyridine 1-oxide), C(=O)(C(F)(F)F)OC(=O)C(F)(F)F (TFAA). Product: BrC1=NC(=CC=C1O)CO (2-Bromo-6-(hydroxymethyl)pyridin-3-ol). Reaction SMILES: [Br:1][C:2]1[C:7]([OH:8])=[CH:6][CH:5]=[C:4]([CH3:9])[N+:3]=1[O-].C(OC(C(F)(F)F)=O)(C(F)(F)F)=[O:12]>>[Br:1][C:2]1[C:7]([OH:8])=[CH:6][CH:5]=[C:4]([CH2:9][OH:12])[N:3]=1. Procedure details: A solution of 2-bromo-3-hydroxy-6-methylpyridine 1-oxide 29 (15 g, 0.075 mol) in TFAA (50 mL, 0.375 mol) and was stirred at 40° C. for 24 h. The solvent was removed under vacuum. The residue was purified by column chromatography (silica gel: EA:Hex, 2:1). Yield: 4.5 g, 30%. 1H NMR (CDCl3): δ 7.32 (d, J=8.0 Hz, 1H), 7.25 (d, J=8.5 Hz, 1H), 4.56 (s, 2H). Starting materials: CC=1N(C=CN1)CCC(=O)C1=CN(C2=CC=CC=C12)C (3-(2-methyl-1H-imidazol-1-yl)-1-(1-methyl-1H-indol-3-yl)-1-propanone), IC (iodomethane), C(CCC)[Li] (n-Butyllithium), C(C)(C)NC(C)C (diisopropylamine). Reaction SMILES: [CH2:1]([Li])CCC.C(NC(C)C)(C)C.[CH3:13][C:14]1[N:15]([CH2:19][CH2:20][C:21]([C:23]2[C:31]3[C:26](=[CH:27][CH:28]=[CH:29][CH:30]=3)[N:25]([CH3:32])[CH:24]=2)=[O:22])[CH:16]=[CH:17][N:18]=1.IC>C1COCC1.CN(C)P(N(C)C)(N(C)C)=O>[CH3:1][CH:20]([CH2:19][N:15]1[CH:16]=[CH:17][N:18]=[C:14]1[CH3:13])[C:21]([C:23]1[C:31]2[C:26](=[CH:27][CH:28]=[CH:29][CH:30]=2)[N:25]([CH3:32])[CH:24]=1)=[O:22]. Run in C1CCOC1 (THF), CN(P(=O)(N(C)C)N(C)C)C (hexamethylphosphoramide), C1CCOC1 (THF). Procedure details: n-Butyllithium (1.6M in hexane; 10 ml) was added dropwise to a stirred solution of diisopropylamine (1.6 ml) in dry THF (40 ml) at 0° under nitrogen. After 40 min at 0° the reaction was cooled to -70° and treated dropwise with a solution of 3-(2-methyl-1H-imidazol-1-yl)-1-(1-methyl-1H-indol-3-yl)-1-propanone (2.7 g) in dry THF (150 ml) over 45 min. After a further 30 min a solution of iodomethane (0.7 ml) in hexamethylphosphoramide (1.5 ml) was added, and the suspension was allowed to warm to ro... Yields the product CC(C(=O)C1=CN(C2=CC=CC=C12)C)CN1C(=NC=C1)C (2-Methyl-3-(2-methyl-1H-imidazol-1-yl)-1-(1-methyl-1H-indol-3-yl)-1-propanone). Procedure: To a solution of N-(2-nitrophenyl)-N',N'-dimethylethylenediamine (149.2 g) in methanol (1500 ml) were added concentrated hydrochloric acid (60 ml) and 10% palladium-on-carbon (15 g). The reaction mixture was stirred under a hydrogen atmosphere at atmospheric pressure for 5.5 hours. The reaction mixture was then filtered and concentrated under reduced pressure to give 149.2 g of N-(2-aminophenyl)-N',N'-dimethylethylenediamine hydrochloride. As a reaction SMILES: [N+:1]([C:4]1[CH:9]=[CH:8][CH:7]=[CH:6][C:5]=1[NH:10][CH2:11][CH2:12][N:13]([CH3:15])[CH3:14])([O-])=O.[ClH:16]>CO.[Pd]>[ClH:16].[NH2:1][C:4]1[CH:9]=[CH:8][CH:7]=[CH:6][C:5]=1[NH:10][CH2:11][CH2:12][N:13]([CH3:15])[CH3:14] |f:4.5|. Run in CO (methanol). Reaction conditions: time 5.5 hour. Product: Cl.NC1=C(C=CC=C1)NCCN(C)C (N-(2-aminophenyl)-N',N'-dimethylethylenediamine hydrochloride). The reactants are [N+](=O)([O-])C1=C(C=CC=C1)NCCN(C)C (N-(2-nitrophenyl)-N',N'-dimethylethylenediamine), Cl (hydrochloric acid). Reagents/catalysts: [Pd] (palladium-on-carbon). The reactants are C(CCCCC)C1(C2=CC=CC=C2C=2C=CC(=CC12)Br)CCCCCC (9,9-dihexyl-2-bromofluorene), Mg, BrC=1C(C2=CC3=CC(=CC=C3C2=CC1)Br)=O (2,7-dibromofluorenone), O (water), Grignard reagent. Run in C1CCOC1 (THF). Run at time 10 hour. The product is C(CCCCC)C1(C2=CC=CC=C2C=2C=CC(=CC12)C1(C2=CC(=CC=C2C=2C=CC(=CC12)Br)Br)O)CCCCCC (9-(9,9-dihexylfluoren-2-yl)-2,7-dibromofluoren-9-ol). RXN SMILES: [CH2:1]([C:7]1([CH2:21][CH2:22][CH2:23][CH2:24][CH2:25][CH3:26])[C:19]2[CH:18]=[C:17](Br)[CH:16]=[CH:15][C:14]=2[C:13]2[C:8]1=[CH:9][CH:10]=[CH:11][CH:12]=2)[CH2:2][CH2:3][CH2:4][CH2:5][CH3:6].[Br:27][C:28]1[C:29](=O)[C:30]2[C:38](=[CH:39][CH:40]=1)[C:37]1[C:32](=[CH:33][C:34]([Br:41])=[CH:35][CH:36]=1)[CH:31]=2.[OH2:43]>C1COCC1>[CH2:21]([C:7]1([CH2:1][CH2:2][CH2:3][CH2:4][CH2:5][CH3:6])[C:19]2[CH:18]=[C:17]([C:31]3([OH:43])[C:30]4[CH:29]=[C:28]([Br:27])[CH:40]=[CH:39][C:38]=4[C:37]4[C:32]3=[CH:33][C:34]([Br:41])=[CH:35][CH:36]=4)[CH:16]=[CH:15][C:14]=2[C:13]2[C:8]1=[CH:9][CH:10]=[CH:11][CH:12]=2)[CH2:22][CH2:23][CH2:24][CH2:25][CH3:26]. Procedure: To 5.64 g of Mg placed into a 1000 ml three-neck flask, 80 g of 9,9-dihexyl-2-bromofluorene in 300 ml THF was slowly added dropwise, to prepare a Grignard reagent. After a temperature of a reaction chamber was decreased to −40° C. or less, 52 g of 2,7-dibromofluorenone was added to the reaction bath in a nitrogen atmosphere. The temperature was gradually increased to room temperature, followed by stirring for 10 hours. The resulting reaction solution was poured into water, after which an extract... The reactants are C1=NCCCC12C=CCCC2 (2-azaspiro-[5.5]-undeca-1,7-diene), CI (methyl iodide). Run in C1=CC=CC=C1 (benzene). Product: [I-].C[N+]1=CC2(CCC1)C=CCCC2 (2-methyl-2-azoniaspiro-[5.5]-undeca-1,7-diene iodide). The yield is 93.0%. Reaction SMILES: [CH:1]1[C:6]2([CH2:11][CH2:10][CH2:9][CH:8]=[CH:7]2)[CH2:5][CH2:4][CH2:3][N:2]=1.[CH3:12][I:13]>C1C=CC=CC=1>[I-:13].[CH3:12][N+:2]1[CH2:3][CH2:4][CH2:5][C:6]2([CH2:11][CH2:10][CH2:9][CH:8]=[CH:7]2)[CH:1]=1 |f:3.4|. Reported procedure: A solution of 2-azaspiro-[5.5]-undeca-1,7-diene (14.9 g.; 0.10 mole) is dissolved in dry benzene (150 ml.) and methyl iodide (21.3 g.; 0.15 mole) is added. The mixture becomes warm and a solid separates. The precipitate is filtered, washed with ether and air-dried to afford 27.0 g. (93% yield) of 2-methyl-2-azoniaspiro-[5.5]-undeca-1,7-diene iodide, m.p. 193°-194° C.